Dataset: the Open Reaction Database (ORD), a public repository of structured organic reaction records. Task: describe an organic reaction: reactants, conditions, products, and yield Product: COc1cccc(-c2ccc3c(c2)NC(=O)C3=CNc2ccc(OCCCN3CCCCC3)cc2)c1. RXN SMILES: [N:21]1([CH2:27][CH2:28][CH2:29][O:30][c:31]2[cH:32][cH:33][c:34]([NH2:37])[cH:35][cH:36]2)[CH2:22][CH2:23][CH2:24][CH2:25][CH2:26]1.[O:38]1[CH2:39][CH2:40][CH2:41][CH2:42]1.[OH:1][CH:2]=[C:3]1[C:4](=[O:20])[NH:5][c:6]2[cH:7][c:8](-[c:12]3[cH:13][c:14]([O:18][CH3:19])[cH:15][cH:16][cH:17]3)[cH:9][cH:10][c:11]21>>[CH:2](=[C:3]1[C:4](=[O:20])[NH:5][c:6]2[cH:7][c:8](-[c:12]3[cH:13][c:14]([O:18][CH3:19])[cH:15][cH:16][cH:17]3)[cH:9][cH:10][c:11]21)[NH:37][c:34]1[cH:33][cH:32][c:31]([O:30][CH2:29][CH2:28][CH2:27][N:21]2[CH2:22][CH2:23][CH2:24][CH2:25][CH2:26]2)[cH:36][cH:35]1. Starting materials: Nc1ccc(OCCCN2CCCCC2)cc1, C1CCOC1, COc1cccc(-c2ccc3c(c2)NC(=O)C3=CO)c1. Reactants: [N+](=O)([O-])C=1C=C(C=O)C=CC1 (m-nitrobenzaldehyde), COC1=CC=C(C(C2=CC=C(C=C2)OC)N2CCN(CC2)CCOC(CC(=O)C)=O)C=C1 (2-[4-(4,4'-dimethoxybenzhydryl)-1-piperazinyl]ethylacetoacetate), N\C(=C/C(=O)OC)\C (methyl 3-aminocrotonate). Run in C(C)(C)O (isopropyl alcohol). The product is CC=1NC(=C(C(C1C(=O)OCCN1CCN(CC1)C(C1=CC=C(C=C1)OC)C1=CC=C(C=C1)OC)C1=CC(=CC=C1)[N+](=O)[O-])C(=O)OC)C (2-[4-(4,4'-dimethoxybenzhydryl)-1-piperazinyl]ethyl methyl 2,6-dimethyl-4-(3-nitrophenyl)-1,4-dihydropyridine-3,5-dicarboxylate). The yield is 39.3%. RXN SMILES: [N+:1]([C:4]1[CH:5]=[C:6]([CH:9]=[CH:10][CH:11]=1)[CH:7]=O)([O-:3])=[O:2].[CH3:12][O:13][C:14]1[CH:43]=[CH:42][C:17]([CH:18]([N:27]2[CH2:32][CH2:31][N:30]([CH2:33][CH2:34][O:35][C:36](=[O:41])[CH2:37][C:38]([CH3:40])=O)[CH2:29][CH2:28]2)[C:19]2[CH:24]=[CH:23][C:22]([O:25][CH3:26])=[CH:21][CH:20]=2)=[CH:16][CH:15]=1.[NH2:44]/[C:45](/[CH3:51])=[CH:46]\[C:47]([O:49][CH3:50])=[O:48]>C(O)(C)C>[CH3:40][C:38]1[NH:44][C:45]([CH3:51])=[C:46]([C:47]([O:49][CH3:50])=[O:48])[CH:7]([C:6]2[CH:9]=[CH:10][CH:11]=[C:4]([N+:1]([O-:3])=[O:2])[CH:5]=2)[C:37]=1[C:36]([O:35][CH2:34][CH2:33][N:30]1[CH2:29][CH2:28][N:27]([CH:18]([C:17]2[CH:16]=[CH:15][C:14]([O:13][CH3:12])=[CH:43][CH:42]=2)[C:19]2[CH:20]=[CH:21][C:22]([O:25][CH3:26])=[CH:23][CH:24]=2)[CH2:32][CH2:31]1)=[O:41]. Procedure details: A mixture of m-nitrobenzaldehyde, 2-[4-(4,4'-dimethoxybenzhydryl)-1-piperazinyl]ethylacetoacetate and methyl 3-aminocrotonate was worked up in isopropyl alcohol in the same manner as Example 1 to give 2-[4-(4,4'-dimethoxybenzhydryl)-1-piperazinyl]ethyl methyl 2,6-dimethyl-4-(3-nitrophenyl)-1,4-dihydropyridine-3,5-dicarboxylate as a light yellow powder, m.p. 76°-80° C. (sintering). Yield 39.3%. IR(Nujol)cm-1 : 3330, 1695, 1680(shoulder). NMR(CDCl3) δ: 2.36(6H,s, ##STR21## 3.57(3H,s,--COOCH3), 3.7... The reactants are C(C=C)OC1CC(N(C(C1)(C)C)OCC(C)(C)O)(C)C (4-Allyloxy-1-(2-hydroxy-2-methylpropoxy)-2,2,6,6-tetramethylpiperidine), C[SiH](C)C (trimethylsilane). Reagents/catalysts: [H+].[H+].Cl[Pt-2](Cl)(Cl)(Cl)(Cl)Cl (hydrogen hexachloroplatinate(IV)). Run in C(C)(C)O (isopropyl alcohol). The product is OC(CON1C(CC(CC1(C)C)OCCC[Si](C)(C)C)(C)C)(C)C (1-(2-Hydroxy-2-methylpropoxy)-4-[3-(trimethylsilyl)propoxy]-2,2,6,6-tetramethylpiperidine). Reaction SMILES: [CH2:1]([O:4][CH:5]1[CH2:10][C:9]([CH3:12])([CH3:11])[N:8]([O:13][CH2:14][C:15]([OH:18])([CH3:17])[CH3:16])[C:7]([CH3:20])([CH3:19])[CH2:6]1)[CH:2]=[CH2:3].[CH3:21][SiH:22]([CH3:24])[CH3:23]>C(O)(C)C.[H+].[H+].Cl[Pt-2](Cl)(Cl)(Cl)(Cl)Cl>[OH:18][C:15]([CH3:17])([CH3:16])[CH2:14][O:13][N:8]1[C:7]([CH3:20])([CH3:19])[CH2:6][CH:5]([O:4][CH2:1][CH2:2][CH2:3][Si:22]([CH3:24])([CH3:23])[CH3:21])[CH2:10][C:9]1([CH3:12])[CH3:11] |f:3.4.5|. Procedure: The title compound is prepared by reacting the compound prepared in Example 17 with trimethylsilane and hydrogen hexachloroplatinate(IV) in isopropyl alcohol. Starting materials: CC(C)C(CS(=O)(=O)N1CCN(c2ncc(-c3ccc(F)cc3)cn2)CC1)C(=O)N1C(=O)OCC1Cc1ccccc1, CC(C)C(CS(=O)(=O)Cl)C(=O)N1C(=O)OCC1Cc1ccccc1, FC(F)(F)c1ccc(-c2cnc(N3CCNCC3)nc2)cc1. Product: CC(C)C(CS(=O)(=O)N1CCN(c2ncc(-c3ccc(C(F)(F)F)cc3)cn2)CC1)C(=O)N1C(=O)OCC1Cc1ccccc1. RXN SMILES: [CH2:1]([c:2]1[cH:3][cH:4][cH:5][cH:6][cH:7]1)[CH:8]1[N:9]([C:14]([CH:15]([CH:16]([CH3:17])[CH3:18])[CH2:19][S:20](=[O:21])(=[O:22])[N:23]2[CH2:24][CH2:25][N:26]([c:27]3[n:28][cH:29][c:30](-[c:31]4[cH:32][cH:33][c:34]([F:35])[cH:36][cH:37]4)[cH:38][n:39]3)[CH2:40][CH2:41]2)=[O:42])[C:10](=[O:13])[O:11][CH2:12]1.[CH2:65]([CH:66]1[CH2:67][O:68][C:69](=[O:70])[N:71]1[C:72](=[O:73])[CH:74]([CH2:75][S:76]([Cl:77])(=[O:78])=[O:79])[CH:80]([CH3:81])[CH3:82])[c:83]1[cH:84][cH:85][cH:86][cH:87][cH:88]1.[N:43]1([c:49]2[n:50][cH:51][c:52](-[c:55]3[cH:56][cH:57][c:58]([C:61]([F:62])([F:63])[F:64])[cH:59][cH:60]3)[cH:53][n:54]2)[CH2:44][CH2:45][NH:46][CH2:47][CH2:48]1>>[CH2:1]([c:2]1[cH:3][cH:4][cH:5][cH:6][cH:7]1)[CH:8]1[N:9]([C:14]([CH:15]([CH:16]([CH3:17])[CH3:18])[CH2:19][S:20](=[O:21])(=[O:22])[N:46]2[CH2:45][CH2:44][N:43]([c:49]3[n:50][cH:51][c:52](-[c:55]4[cH:56][cH:57][c:58]([C:61]([F:62])([F:63])[F:64])[cH:59][cH:60]4)[cH:53][n:54]3)[CH2:48][CH2:47]2)=[O:42])[C:10](=[O:13])[O:11][CH2:12]1. Reactants: COC(CCN1N=CC(=C1)N)OC (1-(3,3-dimethoxypropyl)-1H-pyrazol-4-amine), C1(=CC(=CC=C1)C1=C(N=CO1)C(=O)O)C (5-(m-tolyl)oxazole-4-carboxylic acid), CN(C)C(=[N+](C)C)ON1C2=C(C=CC=C2)N=N1.[B-](F)(F)(F)F (TBTU), CCN(C(C)C)C(C)C (DIPEA). Solvent: C(Cl)Cl (DCM), O (water), C(Cl)Cl (DCM), C(Cl)Cl (DCM), CN(C)C=O (DMF). Reaction conditions: time 30 minute. Product: COC(CN1N=CC(=C1)NC(=O)C=1N=COC1C=1C=C(C=CC1)C)OC (N-(1-(2,2-dimethoxyethyl)-1H-pyrazol-4-yl)-5-(m-tolyl)oxazole-4-carboxamide). As a reaction SMILES: [C:1]1([CH3:15])[CH:6]=[CH:5][CH:4]=[C:3]([C:7]2[O:11][CH:10]=[N:9][C:8]=2[C:12]([OH:14])=O)[CH:2]=1.CN(C(O[N:24]1[N:32]=[N:31][C:26]2C=CC=[CH:30][C:25]1=2)=[N+](C)C)C.[B-](F)(F)(F)F.CCN(C(C)C)C(C)C.[CH3:47][O:48][CH:49]([O:58][CH3:59])[CH2:50]CN1C=C(N)C=N1>C(Cl)Cl.O.CN(C=O)C>[CH3:47][O:48][CH:49]([O:58][CH3:59])[CH2:50][N:31]1[CH:26]=[C:25]([NH:24][C:12]([C:8]2[N:9]=[CH:10][O:11][C:7]=2[C:3]2[CH:2]=[C:1]([CH3:15])[CH:6]=[CH:5][CH:4]=2)=[O:14])[CH:30]=[N:32]1 |f:1.2|. Procedure: To a solution of 5-(m-tolyl)oxazole-4-carboxylic acid (5.34 g, 26.28 mmol) in DCM (135 mL), TBTU (12.66 g, 39.42 mmol) and DIPEA (13.50 mL, 78.84 mmol) was added. After stirring for 30 min at rt, 1-(3,3-dimethoxypropyl)-1H-pyrazol-4-amine (4.50 g, 26.29 mmol) dissolved in DCM (15 mL) and DMF (2 mL) was added to the reaction mixture and stirred at rt for 1 h, then the reaction mixture was diluted with DCM and water, the org. layer was separated and the aq. layer extracted with DCM (1×). The combi... Starting materials: COc1ccncc1C=C(Br)Br, C1CCOC1, [Li]CCCC, CCCCC, [Cl-], [NH4+], O. As a reaction SMILES: [Br:1][C:2](=[CH:3][c:4]1[cH:5][n:6][cH:7][cH:8][c:9]1[O:10][CH3:11])[Br:12].[CH2:26]1[O:27][CH2:28][CH2:29][CH2:30]1.[CH3:13][CH2:14][CH2:15][CH2:16][Li:17].[CH3:18][CH2:19][CH2:20][CH2:21][CH3:22].[Cl-:23].[NH4+:24].[OH2:25]>>[CH:2]#[C:3][c:4]1[cH:5][n:6][cH:7][cH:8][c:9]1[O:10][CH3:11]. Yields the product C#Cc1cnccc1OC.